From a dataset of the Open Reaction Database (ORD), a public repository of structured organic reaction records. describe an organic reaction: reactants, conditions, products, and yield The reactants are CN1C=NC(=C1S(=O)(=O)O)Cl (1-methyl-4-chloro-5-imidazolesulfonic acid), [H][H] (hydrogen). Reagents/catalysts: [Pd] (Pd/C). Solvent: O (water). Product: CN1C=NC=C1S(=O)(=O)O (1-Methyl-5-imidazolesulfonic acid). RXN SMILES: [CH3:1][N:2]1[C:6]([S:7]([OH:10])(=[O:9])=[O:8])=[C:5](Cl)[N:4]=[CH:3]1.[H][H]>O.[Pd]>[CH3:1][N:2]1[C:6]([S:7]([OH:10])(=[O:9])=[O:8])=[CH:5][N:4]=[CH:3]1. Reported procedure: A solution of 3.1 g (17 mmol) of 1-methyl-4-chloro-5-imidazolesulfonic acid from Example 5 in 100 ml of water is hydrogenated to constant pressure at 25° C. in the presence of 0.5 g of Pd/C catalyst with shaking at an initial pressure of 3.45 bar of hydrogen. The crystalline residue remaining after filtering off the catalyst and evaporating the water in vacuo is recrystallized from ethanol in order to give the title compound of melting point 286°-287° C. The reactants are CCOC(=O)C1=CC(OC(CC)CC)C(O)C(N)C1, CCOC(=O)C1=CC2OC(CC)(CC)OC2C(N)C1, CCOC=O. The product is CCOC(=O)C1=CC(OC(CC)CC)C(O)C(NC=O)C1. As a reaction SMILES: [CH2:1]([CH3:2])[O:3][C:4](=[O:5])[C:6]1=[CH:7][CH:8]([O:14][CH:15]([CH2:16][CH3:17])[CH2:18][CH3:19])[CH:9]([OH:13])[CH:10]([NH2:12])[CH2:11]1.[CH2:20]([O:22][C:21]([C:23]1=[CH:36][CH:35]2[CH:27]([CH:25]([NH2:26])[CH2:24]1)[O:28][C:29]([CH2:30][CH3:31])([CH2:32][CH3:33])[O:34]2)=[O:37])[CH3:38].[CH:39]([O:40][CH2:41][CH3:42])=[O:43]>>[CH2:1]([CH3:2])[O:3][C:4](=[O:5])[C:6]1=[CH:7][CH:8]([O:14][CH:15]([CH2:16][CH3:17])[CH2:18][CH3:19])[CH:9]([OH:13])[CH:10]([NH:12][CH:20]=[O:22])[CH2:11]1. Reactants: CC1=C(C=C(C#N)C=C1)O (4-methyl-3-hydroxybenzonitrile), ICC (iodoethane), [H-].[Na+] (NaH), O=O (oxygen). Run in CN(C)C=O (DMF). The product is C(C)OC=1C=C(C#N)C=CC1C (3-Ethoxy-4-methylbenzonitrile). Yield: 72.8%. RXN SMILES: [CH3:1][C:2]1[CH:9]=[CH:8][C:5]([C:6]#[N:7])=[CH:4][C:3]=1[OH:10].[H-].[Na+].O=O.I[CH2:16][CH3:17]>CN(C=O)C>[CH2:16]([O:10][C:3]1[CH:4]=[C:5]([CH:8]=[CH:9][C:2]=1[CH3:1])[C:6]#[N:7])[CH3:17] |f:1.2|. Reported procedure: 10 g (75 mmol) of 4-methyl-3-hydroxybenzonitrile were deprotonated with 1 eq. of NaH in 100 ml of DMF and then ethylated on the oxygen with 112 mmol of iodoethane. 8.8 g of product were obtained. The reactants are FC1=C(C=C(C(=C1)C)S(=O)CC(F)(F)F)N1N=C(C=C1CO)OCC(C(F)(F)F)(F)F (1-{2-fluoro-4-methyl-5-(2,2,2-trifluoroethylsulfinyl)phenyl}-5-hydroxymethyl-3-(2,2,3,3,3-pentafluoropropoxy)pyrazole). The reagents and catalysts are [O-2].[O-2].[Mn+4] (manganese dioxide). Run in C(Cl)(Cl)Cl (chloroform), CO (methanol). Reaction conditions: time 12 hour. Product: FC1=C(C=C(C(=C1)C)SCC(F)(F)F)N1N=C(C=C1C=O)OCC(C(F)(F)F)(F)F (1-{2-fluoro-4-methyl-5-(2,2,2-trifluoroethylthio)phenyl}-5-formyl-3-(2,2,3,3,3-pentafluoropropoxy)pyrazole). The yield is 70.6%. As a reaction SMILES: [F:1][C:2]1[CH:7]=[C:6]([CH3:8])[C:5]([S:9]([CH2:11][C:12]([F:15])([F:14])[F:13])=O)=[CH:4][C:3]=1[N:16]1[C:20]([CH2:21][OH:22])=[CH:19][C:18]([O:23][CH2:24][C:25]([F:31])([F:30])[C:26]([F:29])([F:28])[F:27])=[N:17]1>C(Cl)(Cl)Cl.CO.[O-2].[O-2].[Mn+4]>[F:1][C:2]1[CH:7]=[C:6]([CH3:8])[C:5]([S:9][CH2:11][C:12]([F:14])([F:13])[F:15])=[CH:4][C:3]=1[N:16]1[C:20]([CH:21]=[O:22])=[CH:19][C:18]([O:23][CH2:24][C:25]([F:30])([F:31])[C:26]([F:27])([F:28])[F:29])=[N:17]1 |f:3.4.5|. Procedure: 1.5 g of 1-{2-fluoro-4-methyl-5-(2,2,2-trifluoroethylsulfinyl)phenyl}-5-hydroxymethyl-3-(2,2,3,3,3-pentafluoropropoxy)pyrazole was dissolved in 30 mL of chloroform and 10 mL of methanol, and 3.0 g of manganese dioxide was added, followed by stirring at room temperature for 12 hours. Then, the reaction solution as subjected to filtration, the filtrate was distilled under reduced pressure, and the obtained residue was purified by column chromatography (developing solvent ethyl acetate:hexane=1:4) ...